From a dataset of the Open Reaction Database (ORD), a public repository of structured organic reaction records. describe an organic reaction: reactants, conditions, products, and yield Yields the product BrC=1C=CC(=C(C1)NCC1(CC1)C(=O)OCC)[N+](=O)[O-] (ethyl 1-((5-bromo-2-nitrophenylamino)methyl)cyclopropanecarboxylate). The yield is 80.8%. Procedure: To a solution of 4-bromo-2-fluoro-1-nitrobenzene (792 mg, 3.6 mmol) in tetrahydrofuran (30 mL) was added ethyl 1-(aminomethyl)cyclopropanecarboxylate (441 mg, 3.0 mmol) and potassium carbonate (621 mg, 4.5 mmol). The reaction mixture was stirred at reflux for 15 hours. The mixture was diluted with water (50 mL) and extracted with ethyl acetate (50 mL). The organic phase was separated, concentrated and the residue was purified by column chromatography (silica gel, petroleum ether/ethyl acetate=5:... Solvent: O1CCCC1 (tetrahydrofuran), O (water). Reaction SMILES: [Br:1][C:2]1[CH:7]=[CH:6][C:5]([N+:8]([O-:10])=[O:9])=[C:4](F)[CH:3]=1.[NH2:12][CH2:13][C:14]1([C:17]([O:19][CH2:20][CH3:21])=[O:18])[CH2:16][CH2:15]1.C(=O)([O-])[O-].[K+].[K+]>O1CCCC1.O>[Br:1][C:2]1[CH:7]=[CH:6][C:5]([N+:8]([O-:10])=[O:9])=[C:4]([NH:12][CH2:13][C:14]2([C:17]([O:19][CH2:20][CH3:21])=[O:18])[CH2:16][CH2:15]2)[CH:3]=1 |f:2.3.4|. Starting materials: BrC1=CC(=C(C=C1)[N+](=O)[O-])F (4-bromo-2-fluoro-1-nitrobenzene), NCC1(CC1)C(=O)OCC (ethyl 1-(aminomethyl)cyclopropanecarboxylate), C([O-])([O-])=O.[K+].[K+] (potassium carbonate). Reactants: COC(=O)C(NC(=O)OCC1=CC=CC=C1)P(=O)(OC)OC (Z-α-phosphonoglycine trimethyl ester), O[Li].O (LiOH.H2O). The solvent is CCO (EtOH), CO.O (MeOH H2O). Reaction conditions: temperature 0 celsius, time 30 minute. Product: [Li+].C(C1=CC=CC=C1)OC(=O)NC(C(=O)[O-])P(=O)(OC)OC (Benzyloxycarbonylamino-(dimethoxy-phosphoryl)-acetate lithium salt). Reaction SMILES: C[O:2][C:3]([CH:5]([P:17]([O:21][CH3:22])([O:19][CH3:20])=[O:18])[NH:6][C:7]([O:9][CH2:10][C:11]1[CH:16]=[CH:15][CH:14]=[CH:13][CH:12]=1)=[O:8])=[O:4].O[Li:24].O>CCO.CO.O>[Li+:24].[CH2:10]([O:9][C:7]([NH:6][CH:5]([P:17]([O:21][CH3:22])([O:19][CH3:20])=[O:18])[C:3]([O-:4])=[O:2])=[O:8])[C:11]1[CH:12]=[CH:13][CH:14]=[CH:15][CH:16]=1 |f:1.2,4.5,6.7|. Reported procedure: Z-α-phosphonoglycine trimethyl ester (1.6 g) was dissolved in EtOH (5 mL) and treated with a solution of LiOH.H2O (408 mg) in MeOH/H2O (5 mL/2 mL). The mixture was stirred at 0° C. for 30 min and the solvent was removed. The crude (1.5 g) was used directly in the next step. Starting materials: Nc1ccc(F)c(C(F)(F)F)c1, CCn1cc(C(=O)O)c2ccc(Oc3cc(N)ncn3)cc21. Yields the product CCn1cc(C(=O)Nc2ccc(F)c(C(F)(F)F)c2)c2ccc(Oc3cc(N)ncn3)cc21. As a reaction SMILES: [F:23][c:24]1[c:25]([C:31]([F:32])([F:33])[F:34])[cH:26][c:27]([NH2:28])[cH:29][cH:30]1.[NH2:1][c:2]1[cH:3][c:4]([O:8][c:9]2[cH:10][cH:11][c:12]3[c:13]([C:20](=[O:21])[OH:22])[cH:14][n:15]([CH2:18][CH3:19])[c:16]3[cH:17]2)[n:5][cH:6][n:7]1>>[NH2:1][c:2]1[cH:3][c:4]([O:8][c:9]2[cH:10][cH:11][c:12]3[c:13]([C:20](=[O:22])[NH:28][c:27]4[cH:26][c:25]([C:31]([F:32])([F:33])[F:34])[c:24]([F:23])[cH:30][cH:29]4)[cH:14][n:15]([CH2:18][CH3:19])[c:16]3[cH:17]2)[n:5][cH:6][n:7]1.